Dataset: the Open Reaction Database (ORD), a public repository of structured organic reaction records. Task: describe an organic reaction: reactants, conditions, products, and yield Starting materials: Cl (hydrochloric acid), C1(CC1)S(=O)(=O)C1=CC=C(C=C1)\C(=C/[C@H]1CCC(N1)=O)\C1=NC(=C(C=C1)C=1C=NNC1)OC ((5R)-5-{(E)-2-[4-(cyclopropylsulfonyl)phenyl]-2-[6-methoxy-5-(1H-pyrazol-4-yl)pyridin-2-yl]ethenyl}pyrrolidin-2-one), [H][H] (hydrogen). The reagents and catalysts are [Pd] (palladium-activated carbon). Solvent: CO (methanol). Conditions: time 5 hour. The product is crude product, C1(CC1)S(=O)(=O)C1=CC=C(C=C1)C(C[C@H]1CCC(N1)=O)C1=NC(=C(C=C1)C=1C=NNC1)OC ((5R)-5-{2-[4-(cyclopropylsulfonyl)phenyl]-2-[6-methoxy-5-(1H-pyrazol-4-yl)pyridin-2-yl]ethyl}pyrrolidin-2-one). As a reaction SMILES: Cl.[CH:2]1([S:5]([C:8]2[CH:13]=[CH:12][C:11](/[C:14](/[C:22]3[CH:27]=[CH:26][C:25]([C:28]4[CH:29]=[N:30][NH:31][CH:32]=4)=[C:24]([O:33][CH3:34])[N:23]=3)=[CH:15]\[C@@H:16]3[NH:20][C:19](=[O:21])[CH2:18][CH2:17]3)=[CH:10][CH:9]=2)(=[O:7])=[O:6])[CH2:4][CH2:3]1.[H][H]>CO.[Pd]>[CH:2]1([S:5]([C:8]2[CH:9]=[CH:10][C:11]([CH:14]([C:22]3[CH:27]=[CH:26][C:25]([C:28]4[CH:29]=[N:30][NH:31][CH:32]=4)=[C:24]([O:33][CH3:34])[N:23]=3)[CH2:15][C@@H:16]3[NH:20][C:19](=[O:21])[CH2:18][CH2:17]3)=[CH:12][CH:13]=2)(=[O:6])=[O:7])[CH2:4][CH2:3]1. Reported procedure: 10% palladium-activated carbon (175 mg) and concentrated hydrochloric acid (1 mL) were added to a solution of (5R)-5-{(E)-2-[4-(cyclopropylsulfonyl)phenyl]-2-[6-methoxy-5-(1H-pyrazol-4-yl)pyridin-2-yl]ethenyl}pyrrolidin-2-one obtained in Example 4-376(1) (175 mg) in methanol (3 mL) in a hydrogen gas stream, and the mixture was stirred at room temperature for five hours. The reaction solution was filtered through celite, and then the solvent was evaporated under reduced pressure. Saturated aqueou... The reactants are NC=1SC2=C(N1)C(=CC=C2)OC (2-amino-4-methoxy-benzothiazole), C(C1=CC=CC=C1)(=O)Cl (benzoyl chloride). Solvent: N1=CC=CC=C1 (pyridine). The product is COC1=CC=CC2=C1N=C(S2)NC(C2=CC=CC=C2)=O (N-(4-Methoxy-benzothiazol-2-yl)-benzamide). RXN SMILES: [NH2:1][C:2]1[S:3][C:4]2[CH:10]=[CH:9][CH:8]=[C:7]([O:11][CH3:12])[C:5]=2[N:6]=1.[C:13](Cl)(=[O:20])[C:14]1[CH:19]=[CH:18][CH:17]=[CH:16][CH:15]=1>N1C=CC=CC=1>[CH3:12][O:11][C:7]1[C:5]2[N:6]=[C:2]([NH:1][C:13](=[O:20])[C:14]3[CH:19]=[CH:18][CH:17]=[CH:16][CH:15]=3)[S:3][C:4]=2[CH:10]=[CH:9][CH:8]=1. Procedure details: Using 2-amino-4-methoxy-benzothiazole and benzoyl chloride in pyridine the title compound was obtained as a white solid (72% yield), MS: m/e=284.1 (M+). RXN SMILES: [C:1]([C:4]1[CH:5]=[C:6]([NH:13][C:14]([N:16]2[CH2:21][CH2:20][N:19]([C:22]3[CH:27]=[C:26]([O:28][CH3:29])[CH:25]=[C:24]([O:30][CH3:31])[CH:23]=3)[CH2:18][CH2:17]2)=[O:15])[C:7]([O:11][CH3:12])=[N:8][C:9]=1[CH3:10])(=[O:3])[CH3:2].[H-].[Na+].[CH2:34]([O:36][C:37](=[O:40])[CH2:38]Br)[CH3:35]>>[CH3:29][O:28][C:26]1[CH:27]=[C:22]([N:19]2[CH2:20][CH2:21][N:16]([C:14]([N:13]([C:6]3[C:7]([O:11][CH3:12])=[N:8][C:9]([CH3:10])=[C:4]([C:1](=[O:3])[CH3:2])[CH:5]=3)[CH2:38][C:37]([O:36][CH2:34][CH3:35])=[O:40])=[O:15])[CH2:17][CH2:18]2)[CH:23]=[C:24]([O:30][CH3:31])[CH:25]=1 |f:1.2|. Starting materials: C(C)(=O)C=1C=C(C(=NC1C)OC)NC(=O)N1CCN(CC1)C1=CC(=CC(=C1)OC)OC (1-[(5-Acetyl-2-methoxy-6-methylpyridin-3-yl)aminocarbonyl]-4-(3,5-dimethoxylphenyl)piperazine), [H-].[Na+] (sodium hydride), C(C)OC(CBr)=O (ethylbromoacetate). Yield: 84.0%. Procedure details: 1-[(5-Acetyl-2-methoxy-6-methylpyridin-3-yl)aminocarbonyl]-4-(3,5-dimethoxylphenyl)piperazine(200 mg, 0.5 mmol) was dissolved in dimethylfornamide(15 ml) and thereto sodium hydride(18.5 mg, 0.5 mmol) was added, then followed by stirring at room temperature for 15 min, and ethylbromoacetate(83.5 mg, 0.5 mmol) was added. The resulting mixture was stirred at room temperature for 3 hrs, concentrated under the reduced pressure to remove the used solvent, and purified by column chromatography(ethylace... Conditions: time 15 minute. Yields the product COC=1C=C(C=C(C1)OC)N1CCN(CC1)C(=O)N(CC(=O)OCC)C=1C(=NC(=C(C1)C(C)=O)C)OC (Ethyl 2-({[4-(3,5-dimethoxyphenyl)piperazino]carbonyl}(5-acetyl-2-methoxy-6-methylpyridin-3-yl)amino)acetate). Starting materials: CSC(=NCC)N1N=CC(C1)CC (4,N-Diethyl-4,5-dihydro-pyrazole-1-carboximidothioic acid methyl ester), N1(CCCCC1)S(=O)(=O)N (piperidine-1-sulfonic acid amide). Procedure: 0.70 g (1 mol equiv.) 4,N-Diethyl-4,5-dihydro-pyrazole-1-carboximidothioic acid methyl ester and 0.61 g (1.05 mol equiv.) piperidine-1-sulfonic acid amide were added to 7 mL acetonitrile, and the reaction mixture was refluxed overnight. Volatiles were removed under reduced pressure, and the residue was taken up in ethyl acetate and extracted with 2N NaOH. The organic layer was dried over Na2SO4, filtered and evaporated to dryness. Purification by flash chromatography on silica gel (Et2O:PA=2:1) ... The solvent is C(C)#N (acetonitrile). The yield is 0.4%. Yields the product C(C)NC(=NS(=O)(=O)N1CCCCC1)N1N=CC(C1)CC (piperidine-1-sulfonic acid ethylamino-(4-ethyl-4,5-dihydro-pyrazol-1-yl)-methyleneamide). As a reaction SMILES: CS[C:3]([N:7]1[CH2:11][CH:10]([CH2:12][CH3:13])[CH:9]=[N:8]1)=[N:4][CH2:5][CH3:6].[N:14]1([S:20]([NH2:23])(=[O:22])=[O:21])[CH2:19][CH2:18][CH2:17][CH2:16][CH2:15]1>C(#N)C>[CH2:5]([NH:4][C:3]([N:7]1[CH2:11][CH:10]([CH2:12][CH3:13])[CH:9]=[N:8]1)=[N:23][S:20]([N:14]1[CH2:19][CH2:18][CH2:17][CH2:16][CH2:15]1)(=[O:22])=[O:21])[CH3:6]. The reactants are NC(C=1C=C(SC1C)C(=S)OC)=S (methyl 4-(aminothioxomethyl)-5-methylthiothiophene-2-carboxylate), BrCC(=O)C1=CC(=C(C=C1)Cl)Cl (2-bromo-3′,4′-dichloroacetophenone). Yields the product ClC=1C=C(C=CC1Cl)C=1N=C(SC1)C=1C=C(SC1C)C(=S)OC (methyl 4-[4-(3,4-dichlorophenyl)(1,3-thiazol-2-yl)]-5-methylthiothiophene-2-carboxylate). Isolated yield 94.7%. Reaction SMILES: [NH2:1][C:2](=[S:13])[C:3]1[CH:4]=[C:5]([C:9]([O:11][CH3:12])=[S:10])[S:6][C:7]=1[CH3:8].Br[CH2:15][C:16]([C:18]1[CH:23]=[CH:22][C:21]([Cl:24])=[C:20]([Cl:25])[CH:19]=1)=O>>[Cl:25][C:20]1[CH:19]=[C:18]([C:16]2[N:1]=[C:2]([C:3]3[CH:4]=[C:5]([C:9]([O:11][CH3:12])=[S:10])[S:6][C:7]=3[CH3:8])[S:13][CH:15]=2)[CH:23]=[CH:22][C:21]=1[Cl:24]. Reported procedure: 176 mg (0.712 mmol) of methyl 4-(aminothioxomethyl)-5-methylthiothiophene-2-carboxylate (Maybridge Chemical Co. LTD., Cornwall, U.K.) was reacted with 2-bromo-3′,4′-dichloroacetophenone (0.854 mmol; 330 mg) in a manner similar to Example 22, step (a) to afford 270 mg (91% yield) of methyl 4-[4-(3,4-dichlorophenyl)(1,3-thiazol-2-yl)]-5-methylthiothiophene-2-carboxylate.